The task is: describe an organic reaction: reactants, conditions, products, and yield. This data is from the Open Reaction Database (ORD), a public repository of structured organic reaction records. Reactants: CN(C)C=O, CC(C)I, COC(=O)c1ccc2cn[nH]c2c1. Product: COC(=O)c1ccc2cnn(C(C)C)c2c1. RXN SMILES: [CH3:18][N:19]([CH3:20])[CH:21]=[O:22].[I:14][CH:15]([CH3:16])[CH3:17].[nH:1]1[n:2][cH:3][c:4]2[cH:5][cH:6][c:7]([C:10](=[O:11])[O:12][CH3:13])[cH:8][c:9]12>>[n:1]1([CH:15]([CH3:16])[CH3:17])[n:2][cH:3][c:4]2[cH:5][cH:6][c:7]([C:10](=[O:11])[O:12][CH3:13])[cH:8][c:9]12. Starting materials: C1CCOC1, COC(=O)c1c[nH]c(-c2ccccc2C(F)(F)F)c1C, C[Si](C)(C)[N-][Si](C)(C)C, CI, [Li+]. Yields the product COC(=O)c1cn(C)c(-c2ccccc2C(F)(F)F)c1C. RXN SMILES: [CH2:33]1[O:34][CH2:35][CH2:36][CH2:37]1.[CH3:1][O:2][C:3](=[O:4])[c:5]1[cH:6][nH:7][c:8](-[c:11]2[c:12]([C:17]([F:18])([F:19])[F:20])[cH:13][cH:14][cH:15][cH:16]2)[c:9]1[CH3:10].[CH3:21][Si:22]([N-:23][Si:24]([CH3:25])([CH3:26])[CH3:27])([CH3:28])[CH3:29].[I:31][CH3:32].[Li+:30]>>[CH3:1][O:2][C:3](=[O:4])[c:5]1[cH:6][n:7]([CH3:21])[c:8](-[c:11]2[c:12]([C:17]([F:18])([F:19])[F:20])[cH:13][cH:14][cH:15][cH:16]2)[c:9]1[CH3:10]. The reactants are C(C)N(C(C)C)C(C)C (N-ethyldiisopropylamine), BrCC (1-bromoethane), NCC1=NC(=NO1)C=1N=CN2C1CN(C(C1=C2SC=C1)=O)C (7-(5-aminomethyl-1,2,4-oxadiazol-3-yl)-5-methyl-5,6-dihydro-4H-imidazo[1,5-a]thieno[3,2-f][1,4]diazepin-4-one). Run in CN(C=O)C (dimethylformamide). Conditions: time 1 hour. Yields the product C(C)N(CC)CC1=NC(=NO1)C=1N=CN2C1CN(C(C1=C2SC=C1)=O)C (7-(5-diethylaminomethyl-1,2,4-oxadiazol-3-yl)-5-methyl-5,6-dihydro-4H-imidazo[1,5-a]thieno[3,2-f][1,4]diazepin-4-one). Yield: 21.2%. As a reaction SMILES: [CH2:1]([N:3]([CH:7]([CH3:9])C)[CH:4]([CH3:6])C)[CH3:2].Br[CH2:11][CH3:12].NCC1[O:19][N:18]=[C:17]([C:20]2[N:21]=[CH:22][N:23]3[C:29]4[S:30][CH:31]=CC=4[C:27](=[O:33])[N:26]([CH3:34])[CH2:25][C:24]=23)[N:16]=1>CN(C)C=O>[CH2:7]([N:3]([CH2:1][C:2]1[O:19][N:18]=[C:17]([C:20]2[N:21]=[CH:22][N:23]3[C:29]4[S:30][CH:31]=[CH:11][C:12]=4[C:27](=[O:33])[N:26]([CH3:34])[CH2:25][C:24]=23)[N:16]=1)[CH2:4][CH3:6])[CH3:9]. Procedure: 3.75 ml (21.8 mmol) of N-ethyldiisopropylamine and 0.94 ml (12.6 mmol) of 1-bromoethane were added to a solution of 1.0 g (3.16 mmol) of 7-(5-aminomethyl-1,2,4-oxadiazol-3-yl)-5-methyl-5,6-dihydro-4H-imidazo[1,5-a]thieno[3,2-f][1,4]diazepin-4-one in 30 ml of dimethylformamide and the mixture was stirred at 70° for 1 hour. The reaction solution was subsequently evaporated, whereupon the residue was partitioned between methylene chloride and 2N sodium carbonate solution. The aqueous phase was wash... Reactants: C1(=CC=C(C=C1)S(=O)(=O)OC(CC(CCCC(C)(C)OC)C)C)C (7-methoxy-1,3,7-trimethyloctyl p-toluenesulfonate), OC1=CC2=C(CCO2)C=C1 (6-hydroxy-2,3-dihydrobenzofuran), O1CCCC1 (tetrahydrofuran), O1CCCC1 (tetrahydrofuran), [H-].[Na+] (sodium hydride), O1CCCC1 (tetrahydrofuran). Run in CN(P(N(C)C)(N(C)C)=O)C (hexamethylphosphoric acid triamide). Product: COC(CCCC(CC(C)OC1=CC2=C(CCO2)C=C1)C)(C)C (2,3-dihydro-6-[(7-methoxy-1,3,7-trimethyloctyl)-oxy]-benzofuran). RXN SMILES: [OH:1][C:2]1[CH:10]=[CH:9][C:5]2[CH2:6][CH2:7][O:8][C:4]=2[CH:3]=1.O1CCCC1.[H-].[Na+].C1(C)C=CC(S(O[CH:28]([CH3:40])[CH2:29][CH:30]([CH3:39])[CH2:31][CH2:32][CH2:33][C:34]([O:37][CH3:38])([CH3:36])[CH3:35])(=O)=O)=CC=1>CN(C)P(=O)(N(C)C)N(C)C>[CH3:38][O:37][C:34]([CH3:35])([CH3:36])[CH2:33][CH2:32][CH2:31][CH:30]([CH3:39])[CH2:29][CH:28]([O:1][C:2]1[CH:10]=[CH:9][C:5]2[CH2:6][CH2:7][O:8][C:4]=2[CH:3]=1)[CH3:40] |f:2.3|. Procedure details: A solution of 2.7 g. of 6-hydroxy-2,3-dihydrobenzofuran in 10 ml. of absolute tetrahydrofuran is allowed to drop at 0° C. and while stirring into a suspension, cooled in ice, of 0.5 g. of sodium hydride in 5 ml. of absolute tetrahydrofuran. The mixture is stirred for 2 hours (during which time it is allowed to warm up to room temperature), again cooled to 0° C. and added dropwise to a solution of 7.13 g. of 7-methoxy-1,3,7-trimethyloctyl p-toluenesulfonate in 10 ml. of absolute tetrahydrofuran. ... Reactants: CC(=O)Nc1cccc(Cl)c1, O, O=[N+]([O-])O. The product is CC(=O)Nc1ccc([N+](=O)[O-])c(Cl)c1. As a reaction SMILES: [C:5]([CH3:6])(=[O:7])[NH:8][c:9]1[cH:10][c:11]([Cl:15])[cH:12][cH:13][cH:14]1.[OH2:16].[OH:1][N+:2]([O-:3])=[O:4]>>[O-:1][N+:2](=[O:4])[c:12]1[c:11]([Cl:15])[cH:10][c:9]([NH:8][C:5]([CH3:6])=[O:7])[cH:14][cH:13]1. Starting materials: ClC=1C=C(C=CC1Cl)[C@@H](CN(C(C1=CC=CC=C1)=O)C)CCN1CCC(CC1)N(CCNC(C(F)(F)F)=O)C(C(F)(F)F)=O ((S)-N-[2-(3,4-Dichlorophenyl)-4-[4-[(2,2,2-trifluoroacetyl)[2-(2,2,2-trifluoroacetylamino)ethyl]amino]piperidino]-butyl]-N-methylbenzamide), FC(C(=O)N(C1CCNCC1)CCNC(C(F)(F)F)=O)(F)F (4-[(2,2,2-trifluoroacetyl)[2-(2,2,2-trifluoroacetylamino)ethyl]amino]piperidine), ClC=1C=C(C=CC1Cl)C(CN(C(C1=CC=CC=C1)=O)C)CC=O (N-[-2-(3,4-dichlorophenyl)-4-oxobutyl]-N-methylbenzamide). Yields the product CNC(C1=CC=CC=C1)=O (N-methylbenzamide). As a reaction SMILES: ClC1C=C([C@H](CCN2CCC(N(C(=O)C(F)(F)F)CCNC(=O)C(F)(F)F)CC2)[CH2:10][N:11](C)[C:12](=[O:19])[C:13]2[CH:18]=[CH:17][CH:16]=[CH:15][CH:14]=2)C=CC=1Cl.FC(F)(F)C(N(CCNC(=O)C(F)(F)F)C1CCNCC1)=O.ClC1C=C(C(CC=O)CN(C)C(=O)C2C=CC=CC=2)C=CC=1Cl>>[CH3:10][NH:11][C:12](=[O:19])[C:13]1[CH:18]=[CH:17][CH:16]=[CH:15][CH:14]=1. Reported procedure: (S)-N-[2-(3,4-Dichlorophenyl)-4-[4-[(2,2,2-trifluoroacetyl)[2-(2,2,2-trifluoroacetylamino)ethyl]amino]piperidino]-butyl]-N-methylbenzamide. Using the procedure of Example 1, replacing 4-(2-oxo-1,3-oxazolidin-3-yl)piperidine with 4-[(2,2,2-trifluoroacetyl)[2-(2,2,2-trifluoroacetylamino)ethyl]amino]piperidine, and N-[-2-(3,4-dichlorophenyl)-4-oxobutyl]-N-methylbenzamide with the (S)-enantiomer, the N-methylbenzamide was obtained as a viscous oil; MS: m/z=669(M+1).